Dataset: the Open Reaction Database (ORD), a public repository of structured organic reaction records. Task: describe an organic reaction: reactants, conditions, products, and yield The reactants are BrC=1C=C2CCC3=C(SC(=C3)C(C)=O)C2=CC1 (1-(7-bromo-4,5-dihydronaphtho[1,2-b]thiophen-2-yl) ethanone). The reagents and catalysts are [O-2].[O-2].[Mn+4] (manganese dioxide). Run in C1(=CC=CC=C1)C (toluene). Run at temperature 100 celsius. Product: BrC=1C=C2C=CC3=C(SC(=C3)C(C)=O)C2=CC1 (1-(7-bromonaphtho[1,2-b]thiophen-2-yl)ethanone). Isolated yield 85.7%. As a reaction SMILES: [Br:1][C:2]1[CH:3]=[C:4]2[C:15](=[CH:16][CH:17]=1)[C:8]1[S:9][C:10]([C:12](=[O:14])[CH3:13])=[CH:11][C:7]=1[CH2:6][CH2:5]2>C1(C)C=CC=CC=1.[O-2].[O-2].[Mn+4]>[Br:1][C:2]1[CH:3]=[C:4]2[C:15](=[CH:16][CH:17]=1)[C:8]1[S:9][C:10]([C:12](=[O:14])[CH3:13])=[CH:11][C:7]=1[CH:6]=[CH:5]2 |f:2.3.4|. Procedure details: 1-(7-bromo-4,5-dihydronaphtho[1,2-b]thiophen-2-yl) ethanone (11b) (600 mg, 1.95 mmol) was dissolved in 20 ml toluene and manganese dioxide (943 mg, 9.77 mmol) was added and the mixture was heated at 100° C. for 26 hr. Aliquots were taken in between to check the progress of the reaction by HPLC. Once the reaction was complete, the mixture was filtered over a pad of celite, and the celite pad was washed with ethyl acetate. The ethyl acetate layer was concentrated to obtain the desired compound (11... Reaction SMILES: I[C:2]1[CH:7]=[CH:6][C:5]([I:8])=[CH:4][CH:3]=1.[CH3:9][S:10][C:11]1[NH:12][CH:13]=[C:14]([C:16]([O:18][CH2:19][CH3:20])=[O:17])[N:15]=1.OC1C=CC=C2C=1N=CC=C2.C([O-])([O-])=O.[K+].[K+]>CS(C)=O.[Cu]I.CCOC(C)=O.O>[I:8][C:5]1[CH:6]=[CH:7][C:2]([N:12]2[CH:13]=[C:14]([C:16]([O:18][CH2:19][CH3:20])=[O:17])[N:15]=[C:11]2[S:10][CH3:9])=[CH:3][CH:4]=1 |f:3.4.5|. The reactants are IC1=CC=C(C=C1)I (1,4-diiodobenzene), CSC=1NC=C(N1)C(=O)OCC (ethyl 2-(methylthio)-1H-imidazole-4-carboxylate), OC=1C=CC=C2C=CC=NC12 (8-hydroxyquinoline), C(=O)([O-])[O-].[K+].[K+] (K2CO3). Conditions: temperature 130 celsius. Yields the product IC1=CC=C(C=C1)N1C(=NC(=C1)C(=O)OCC)SC (ethyl 1-(4-iodophenyl)-2-(methylthio)-1H-imidazole-4-carboxylate). Solvent: CS(=O)C (DMSO), CCOC(=O)C (EtOAc), O (H2O). The reagents and catalysts are [Cu]I (CuI). Reported procedure: A mixture of 1,4-diiodobenzene 1-1 (4.00 g, 12.1 mmol), ethyl 2-(methylthio)-1H-imidazole-4-carboxylate (2.26 g, 12.1 mmol), 8-hydroxyquinoline (270 mg, 1.86 mmol) and K2CO3 (3.40 g, 24.6 mmol) in DMSO (12 mL) was degassed with Ar before being charged with CuI (345 mg, 1.82 mmol). The mixture in a sealed tube was heated at 130° C. for 3 days. After cooling down, H2O and EtOAc were added. After being filtered through celite, the organic phase was separated, dried over Na2SO4, concentrated in vacu... Yield: 10.4%. Reactants: C[Si](C=1OC=C(C1)C=O)(C)C (2-Trimethylsilyl-4-furaldehyde), [BH4-].[Na+] (sodium borohydride). The solvent is CO (methanol). Run at time 45 minute. Yields the product OCC=1C=C(OC1)[Si](C)(C)C (4-Hydroxymethyl-2-trimethylsilylfuran). As a reaction SMILES: [CH3:1][Si:2]([CH3:11])([CH3:10])[C:3]1[O:4][CH:5]=[C:6]([CH:8]=[O:9])[CH:7]=1.[BH4-].[Na+]>CO>[OH:9][CH2:8][C:6]1[CH:7]=[C:3]([Si:2]([CH3:11])([CH3:10])[CH3:1])[O:4][CH:5]=1 |f:1.2|. Reported procedure: 2-Trimethylsilyl-4-furaldehyde (1.57 g, 9.35 mmol) was added to a suspension of sodium borohydride (424 mg, 11.2 mmol) in methanol (10 ml) at 0° C. After 45 minutes, most of the methanol was evaporated and the residue taken up in ethyl ether. The ethyl ether extracts were combined, washed (water), dried (magnesium sulfate) and evaporated to dryness to give an oil, which was purified by flash chromatography on silica using 30% ethyl ether/hexane to give the title alcohol as a pale yellow oil. The reactants are COc1ccc(CNc2ncccc2C(F)(F)F)cc1, O=S(=O)(O)O. The product is Nc1ncccc1C(F)(F)F. RXN SMILES: [CH3:1][O:2][c:3]1[cH:4][cH:5][c:6]([CH2:7][NH:8][c:9]2[n:10][cH:11][cH:12][cH:13][c:14]2[C:15]([F:16])([F:17])[F:18])[cH:19][cH:20]1.[S:21](=[O:22])(=[O:23])([OH:24])[OH:25]>>[NH2:8][c:9]1[n:10][cH:11][cH:12][cH:13][c:14]1[C:15]([F:16])([F:17])[F:18]. Reactants: FC1=C(C(=CC=C1)F)C1=C2C=3CCC(CC3NC2=C(C=C1)C(=O)N)C(=O)N(C)OC (5-(2,6-difluorophenyl)-N2-methoxy-N2-methyl-2,3,4,9-tetrahydro-1H-carbazole-2,8-dicarboxamide), C[Mg]Br (methylmagnesium bromide), Cl (hydrochloric acid), C[Mg]Br (methylmagnesium bromide). The solvent is C1CCOC1 (THF). Run at time 20 minute. Product: C(C)(=O)C1CC=2NC3=C(C=CC(=C3C2CC1)C1=C(C=CC=C1F)F)C(=O)N (2-acetyl-5-(2,6-difluorophenyl)-2,3,4,9-tetrahydro-1H-carbazole-8-carboxamide). Yield: 32.8%. As a reaction SMILES: [F:1][C:2]1[CH:7]=[CH:6][CH:5]=[C:4]([F:8])[C:3]=1[C:9]1[CH:21]=[CH:20][C:19]([C:22]([NH2:24])=[O:23])=[C:18]2[C:10]=1[C:11]1[CH2:12][CH2:13][CH:14]([C:25](N(OC)C)=[O:26])[CH2:15][C:16]=1[NH:17]2.[CH3:31][Mg]Br.Cl>C1COCC1>[C:25]([CH:14]1[CH2:13][CH2:12][C:11]2[C:10]3[C:18](=[C:19]([C:22]([NH2:24])=[O:23])[CH:20]=[CH:21][C:9]=3[C:3]3[C:2]([F:1])=[CH:7][CH:6]=[CH:5][C:4]=3[F:8])[NH:17][C:16]=2[CH2:15]1)(=[O:26])[CH3:31]. Procedure: A solution of 5-(2,6-difluorophenyl)-N2-methoxy-N2-methyl-2,3,4,9-tetrahydro-1H-carbazole-2,8-dicarboxamide (Example 26-1, 719 mg, 1.739 mmol) in THF (1 mL) was treated with methylmagnesium bromide (3 M in diethyl ether, 2.90 mL, 8.70 mmol) at 0° C. After 20 min, additional methylmagnesium bromide (2.90 mL, 8.70 mmol) was added and stirring was continued for 30 min more. The mixture was treated with 1 M hydrochloric acid and extracted four times with DCM. The combined organic phases were washed ... Starting materials: O=[N+]([O-])c1cccc(S(=O)(=O)Cl)c1, NC(CO)(CO)CO, C1CCOC1. The product is O=[N+]([O-])c1cccc(S(=O)(=O)NC(CO)(CO)CO)c1. Reaction SMILES: [N+:1](=[O:2])([O-:3])[c:4]1[cH:5][c:6]([S:10](=[O:11])(=[O:12])[Cl:13])[cH:7][cH:8][cH:9]1.[NH2:14][C:15]([CH2:16][OH:17])([CH2:18][OH:19])[CH2:20][OH:21].[O:22]1[CH2:23][CH2:24][CH2:25][CH2:26]1>>[N+:1](=[O:2])([O-:3])[c:4]1[cH:5][c:6]([S:10](=[O:11])(=[O:12])[NH:14][C:15]([CH2:16][OH:17])([CH2:18][OH:19])[CH2:20][OH:21])[cH:7][cH:8][cH:9]1. The reactants are C(c1cncnc1)=O, CC1=CN=C(C=C1)N, [C-]#[N+]C1CCCCC1. Reagents/catalysts: O=C(O)C(F)(F)F (trifluoroacetic acid). The solvent is CC(C)O (isopropyl alcohol), CC(C)O (isopropylalcohol). Run at temperature 22 celsius, time 20 hour. The product is Cc1ccc2nc(c3cncnc3)c(NC3CCCCC3)n2c1. The yield is 5.7%. As a reaction SMILES: CC1=CC=C(N)N=C1.[C-]#[N+]C1CCCCC1.O=CC1=CN=CN=C1>>CC1=CN2C(C=C1)=NC(=C2NC1CCCCC1)C1=CN=CN=C1. Starting materials: CI, CN(C)C=O, O, Oc1cccc2c1oc1ccccc12. Yields the product COc1cccc2c1oc1ccccc12. RXN SMILES: [CH3:20][I:21].[O:15]=[CH:16][N:17]([CH3:18])[CH3:19].[OH2:22].[OH:1][c:2]1[cH:3][cH:4][cH:5][c:6]2[c:7]1[o:8][c:9]1[c:10]2[cH:11][cH:12][cH:13][cH:14]1>>[O:1]([c:2]1[cH:3][cH:4][cH:5][c:6]2[c:7]1[o:8][c:9]1[c:10]2[cH:11][cH:12][cH:13][cH:14]1)[CH3:16].